This data is from the Open Reaction Database (ORD), a public repository of structured organic reaction records. The task is: describe an organic reaction: reactants, conditions, products, and yield Reactants: CSC1C(=O)Nc2ccc([N+](=O)[O-])cc21, ClC(Cl)Cl, O=C1CCC(=O)N1Cl. The product is CSC1(Cl)C(=O)Nc2ccc([N+](=O)[O-])cc21. RXN SMILES: [CH3:1][S:2][CH:3]1[C:4](=[O:15])[NH:5][c:6]2[cH:7][cH:8][c:9]([N+:12](=[O:13])[O-:14])[cH:10][c:11]21.[CH:24]([Cl:25])([Cl:26])[Cl:27].[Cl:16][N:17]1[C:18](=[O:19])[CH2:20][CH2:21][C:22]1=[O:23]>>[CH3:1][S:2][C:3]1([Cl:16])[C:4](=[O:15])[NH:5][c:6]2[cH:7][cH:8][c:9]([N+:12](=[O:13])[O-:14])[cH:10][c:11]21. The reactants are CCOc1ccc2c(c1)CC(=O)c1cc(C(C)C(N)=O)ccc1S2, CCO, Cl, [Na+], [OH-], O. As a reaction SMILES: [CH2:1]([CH3:2])[O:3][c:4]1[cH:5][cH:6][c:7]2[c:8]([cH:24]1)[CH2:9][C:10](=[O:23])[c:11]1[c:12]([cH:14][cH:15][c:16]([CH:18]([C:19](=[O:20])[NH2:21])[CH3:22])[cH:17]1)[S:13]2.[CH3:29][CH2:30][OH:31].[ClH:27].[Na+:26].[OH-:25].[OH2:28]>>[CH2:1]([CH3:2])[O:3][c:4]1[cH:5][cH:6][c:7]2[c:8]([cH:24]1)[CH2:9][C:10](=[O:23])[c:11]1[c:12]([cH:14][cH:15][c:16]([CH:18]([C:19](=[O:20])[OH:25])[CH3:22])[cH:17]1)[S:13]2. The product is CCOc1ccc2c(c1)CC(=O)c1cc(C(C)C(=O)O)ccc1S2. Reactants: COC1=C(C(=NC=N1)CN1C=C(C2=NC=C(C=C21)C)C(=O)O)C (1-((6-methoxy-5-methylpyrimidin-4-yl)methyl)-6-methyl-1H-pyrrolo[3,2-b]pyridine-3-carboxylic acid), COCCN (2-methoxyethanamine), TEA, CCCP1(=O)OP(=O)(OP(=O)(O1)CCC)CCC (1-Propanephosphonic acid cyclic anhydride). Conditions: time 3 minute. Product: COC1=C(C(=NC=N1)CN1C=C(C2=NC=C(C=C21)C)C(=O)NCCOC)C (1-((6-methoxy-5-methylpyrimidin-4-yl)methyl)-N-(2-methoxyethyl)-6-methyl-1H-pyrrolo[3,2-b]pyridine-3-carboxamide). RXN SMILES: [CH3:1][O:2][C:3]1[N:8]=[CH:7][N:6]=[C:5]([CH2:9][N:10]2[C:18]3[C:13](=[N:14][CH:15]=[C:16]([CH3:19])[CH:17]=3)[C:12]([C:20](O)=[O:21])=[CH:11]2)[C:4]=1[CH3:23].[CH3:24][O:25][CH2:26][CH2:27][NH2:28].CCCP1(OP(CCC)(=O)OP(CCC)(=O)O1)=O>>[CH3:1][O:2][C:3]1[N:8]=[CH:7][N:6]=[C:5]([CH2:9][N:10]2[C:18]3[C:13](=[N:14][CH:15]=[C:16]([CH3:19])[CH:17]=3)[C:12]([C:20]([NH:28][CH2:27][CH2:26][O:25][CH3:24])=[O:21])=[CH:11]2)[C:4]=1[CH3:23]. Reported procedure: See FIG. 18(c). 1-((6-methoxy-5-methylpyrimidin-4-yl)methyl)-6-methyl-1H-pyrrolo[3,2-b]pyridine-3-carboxylic acid (0.100 g, 0.32 mmol) and 2-methoxyethanamine (0.048 g, 0.64 mmol), TEA (0.134 mL, 0.96 mmol) was added. After 3 min, 1-Propanephosphonic acid cyclic anhydride (0.255 g, 0.80 mmol) was added. The resulting reaction mixture was stirred at rt for 50 min. LCMS analysis showed formation of required product. Reaction was diluted with DCM and water. DCM layer was extracted and washed with b... Reactants: C(C)(C)(C)OC(NC1=CC(=CC=C1)N)=O (tert-butyl(3-aminophenyl)carbamate), C(C)(=O)O (acetic acid), C(C)OC1(CC1)O[Si](C)(C)C ([(1-ethoxycyclopropyl)oxy](trimethyl)silane), C(O)([O-])=O.[Na+] (sodium hydrogen carbonate), [BH4-].[Na+] (sodium tetrahydroborate). The solvent is CO (methanol), O1CCCC1 (tetrahydrofuran), O1CCCC1 (tetrahydrofuran). Reaction conditions: temperature 60 celsius, time 4 hour. Yields the product C1(CC1)NC=1C=C(C=CC1)NC(OC(C)(C)C)=O (tert-butyl [3-(cyclopropylamino)phenyl]carbamate). Isolated yield 59.1%. Reaction SMILES: [C:1]([O:5][C:6](=[O:15])[NH:7][C:8]1[CH:13]=[CH:12][CH:11]=[C:10]([NH2:14])[CH:9]=1)([CH3:4])([CH3:3])[CH3:2].C(O)(=O)C.C(O[C:23]1(O[Si](C)(C)C)[CH2:25][CH2:24]1)C.[BH4-].[Na+].C(=O)([O-])O.[Na+]>CO.O1CCCC1>[CH:23]1([NH:14][C:10]2[CH:9]=[C:8]([NH:7][C:6](=[O:15])[O:5][C:1]([CH3:4])([CH3:2])[CH3:3])[CH:13]=[CH:12][CH:11]=2)[CH2:25][CH2:24]1 |f:3.4,5.6|. Procedure details: To a solution of tert-butyl(3-aminophenyl)carbamate (6.91 g, 33.2 mmol) in methanol (30 mL) were added acetic acid (5.69 mL, 99.5 mmol) and [(1-ethoxycyclopropyl)oxy](trimethyl)silane (7.98 mL, 39.8 mmol), and the mixture was stirred at 60° C. for 4 hr. The reaction mixture was concentrated under reduced pressure. A solution of the obtained residue in tetrahydrofuran (20 mL) was added dropwise to a suspension of sodium tetrahydroborate (2.51 g, 66.4 mmol) and boron trifluoride diethyl ether comp...